Task: describe an organic reaction: reactants, conditions, products, and yield. Dataset: the Open Reaction Database (ORD), a public repository of structured organic reaction records Starting materials: [N+](=O)([O-])[O-].[Ag+] (silver nitrate), N1N=NC2=C1C=CC=C2.[Na] (sodium benzotriazole). Reaction SMILES: [N+]([O-])([O-])=O.[Ag+:5].[NH:6]1[C:10]2[CH:11]=[CH:12][CH:13]=[CH:14][C:9]=2[N:8]=[N:7]1.[Na]>O>[NH:6]1[C:10]2[CH:11]=[CH:12][CH:13]=[CH:14][C:9]=2[N:8]=[N:7]1.[Ag:5] |f:0.1,2.3,5.6,^1:14|. Yields the product N1N=NC2=C1C=CC=C2.[Ag] (silver benzotriazole). Solvent: O (water). Procedure: A dispersion of silver benzotriazole was prepared by concurrently adding a solution of silver nitrate, and a solution of sodium benzotriazole into a stirred aqueous bone gelatin solution. The small particle dispersion was centrifuged and the solid phase was resuspended in water, treated with a protolytic enzyme at 35° C. to destroy the gelatin, centrifuged, washed with water, resuspended in water, sonicated, and finally freeze-dried to a free-flowing white powder. The reactants are CCN(CC)Cc1cccc(N)c1, CC(=O)CC(C)=O, CC(=O)O, Cc1ccccc1, Cc1ccc(S(=O)(=O)O)cc1. The product is CCN(CC)Cc1cccc(NC(C)=CC(C)=O)c1. Reaction SMILES: [CH2:8]([CH3:9])[N:10]([CH2:11][CH3:12])[CH2:13][c:14]1[cH:15][c:16]([NH2:17])[cH:18][cH:19][cH:20]1.[CH3:1][C:2](=[O:3])[CH2:4][C:5]([CH3:6])=[O:7].[CH3:32][C:33](=[O:34])[OH:35].[CH3:36][c:37]1[cH:38][cH:39][cH:40][cH:41][cH:42]1.[c:21]1([CH3:22])[cH:23][cH:24][c:25]([S:26]([OH:27])(=[O:28])=[O:29])[cH:30][cH:31]1>>[CH3:1][C:2](=[CH:4][C:5]([CH3:6])=[O:7])[NH:17][c:16]1[cH:15][c:14]([CH2:13][N:10]([CH2:8][CH3:9])[CH2:11][CH3:12])[cH:20][cH:19][cH:18]1. The reactants are CCOC(=O)C1=C(c2ccccc2)c2ccccc2C1(O)c1ccc2c(c1)OCO2, CC[SiH](CC)CC, ClCCl, Cl. Yields the product CCOC(=O)C1=C(c2ccccc2)c2ccccc2C1c1ccc2c(c1)OCO2. As a reaction SMILES: [CH2:1]([CH3:2])[O:3][C:4](=[O:5])[C:6]1=[C:14]([c:15]2[cH:16][cH:17][cH:18][cH:19][cH:20]2)[c:13]2[c:8]([cH:9][cH:10][cH:11][cH:12]2)[C:7]1([c:21]1[cH:22][c:23]2[c:24]([cH:25][cH:26]1)[O:27][CH2:28][O:29]2)[OH:30].[CH2:31]([SiH:32]([CH2:33][CH3:34])[CH2:35][CH3:36])[CH3:37].[Cl:39][CH2:40][Cl:41].[ClH:38]>>[CH2:1]([CH3:2])[O:3][C:4](=[O:5])[C:6]1=[C:14]([c:15]2[cH:16][cH:17][cH:18][cH:19][cH:20]2)[c:13]2[c:8]([cH:9][cH:10][cH:11][cH:12]2)[CH:7]1[c:21]1[cH:22][c:23]2[c:24]([cH:25][cH:26]1)[O:27][CH2:28][O:29]2. Starting materials: C, CO, C1CCOC1, N#Cc1ccc([N+](=O)[O-])cc1O, [Pd]. Product: N#Cc1ccc(N)cc1O. As a reaction SMILES: [C:20].[CH3:13][OH:14].[O:15]1[CH2:16][CH2:17][CH2:18][CH2:19]1.[OH:1][c:2]1[c:3]([C:4]#[N:5])[cH:6][cH:7][c:8]([N+:10]([O-:11])=[O:12])[cH:9]1.[Pd:21]>>[OH:1][c:2]1[c:3]([C:4]#[N:5])[cH:6][cH:7][c:8]([NH2:10])[cH:9]1. The reactants are CC1(C2CNCC12)C=1C=C(C=CC1)NS(=O)(=O)C.Cl (hydrochloride salt N-[3-(6-methyl-3-azabicyclo[3.1.0]hex-6-yl)phenyl]methanesulfonamide), C(O)([O-])=O.[Na+] (sodium hydrogen carbonate), BrC1=CC=C(C=C1)S(=O)(=O)OCC[C@H](O)C1CCCCC1 ((S)-3-cyclohexyl-3-hydroxypropyl 4-bromobenzenesulfonate), C(C)OCC (diethyl ether). Run in CN(C=O)C (N,N-dimethylformamide), O (water). Conditions: temperature 50 celsius, time 5 minute. Product: N (ammonia), C1(CCCCC1)C(CCN1CC2C(C2C1)(C)C=1C=C(C=CC1)NS(=O)(=O)C)O (N-{3-[3-(3-Cyclohexyl-3-hydroxypropyl)-6-methyl-3-azabicycio[3.1.0]hex-6-yl]phenyl}methanesulfonamide). Yield: 25.0%. As a reaction SMILES: [CH3:1][C:2]1([C:8]2[CH:9]=[C:10]([NH:14][S:15]([CH3:18])(=[O:17])=[O:16])[CH:11]=[CH:12][CH:13]=2)[CH:7]2[CH:3]1[CH2:4][NH:5][CH2:6]2.Cl.C(=O)([O-])O.[Na+].BrC1C=CC(S(O[CH2:36][CH2:37][C@@H:38]([CH:40]2[CH2:45][CH2:44][CH2:43][CH2:42][CH2:41]2)[OH:39])(=O)=O)=CC=1.C(OCC)C>CN(C)C=O.O>[NH3:5].[CH:40]1([CH:38]([OH:39])[CH2:37][CH2:36][N:5]2[CH2:6][CH:7]3[CH:3]([C:2]3([C:8]3[CH:9]=[C:10]([NH:14][S:15]([CH3:18])(=[O:17])=[O:16])[CH:11]=[CH:12][CH:13]=3)[CH3:1])[CH2:4]2)[CH2:45][CH2:44][CH2:43][CH2:42][CH2:41]1 |f:0.1,2.3|. Procedure details: To a solution of hydrochloride salt N-[3-(6-methyl-3-azabicyclo[3.1.0]hex-6-yl)phenyl]methanesulfonamide (Preparation 53, 200 mg, 0.66 mmol) in N,N-dimethylformamide (8 ml) was added sodium hydrogen carbonate (3 g, 36 mmol) and (S)-3-cyclohexyl-3-hydroxypropyl 4-bromobenzenesulfonate (J. A. Werner et al, J. Org. Chem., 1996, 61, 587) (0.08 ml, 0.89 mmol) and the reaction mixture was heated at 50° C. for 20 h. After cooling, diethyl ether (15 ml) and water (15 ml) were added and the reaction mixt... Reactants: C(C)OC(C1=CC(=C(C=C1)Cl)S(N)(=O)=O)=O (4-chloro-3-sulfamoylbenzoic acid-ethylester), CN1CCNCC1 (N-methylpiperazine). Run in O (water). The product is C(C)OC(C1=CC(=C(C=C1)N1CCN(CC1)C)S(N)(=O)=O)=O (4-(4-Methylpiperazine-1-yl)-3-sulfamoylbenzoic acid-ethylester). RXN SMILES: [CH2:1]([O:3][C:4](=[O:16])[C:5]1[CH:10]=[CH:9][C:8](Cl)=[C:7]([S:12](=[O:15])(=[O:14])[NH2:13])[CH:6]=1)[CH3:2].[CH3:17][N:18]1[CH2:23][CH2:22][NH:21][CH2:20][CH2:19]1>O>[CH2:1]([O:3][C:4](=[O:16])[C:5]1[CH:10]=[CH:9][C:8]([N:21]2[CH2:22][CH2:23][N:18]([CH3:17])[CH2:19][CH2:20]2)=[C:7]([S:12](=[O:15])(=[O:14])[NH2:13])[CH:6]=1)[CH3:2]. Reported procedure: 141 Grams of 4-chloro-3-sulfamoylbenzoic acid-ethylester (0.5 mole) were stirred for 1 hour at 110° C. with 250 ml of N-methylpiperazine. The crystalline precipitate obtained after the reaction solution had been poured into 2.0 l of water suction-filtered, was washed with water, dried on the steam bath and recrystallized twice from a mixture of diisopropylether and acetic ester. The reactants are FC1=C(C=CC=C1)C1=C(C=NC=C1)N(C(C1=CC(=NC(=C1)C(F)(F)F)C(F)(F)F)=O)CC(=O)OC (Methyl 2-(N-(4-(2-fluorophenyl)pyridin-3-yl)-2,6-bis(trifluoromethyl)isonicotinamido)acetate), CS(=O)(=O)C=1C=C(C(=O)O)C=C(C1)C(F)(F)F (3-(methylsulfonyl)-5-(trifluoromethyl)benzoic acid), F[B-](F)(F)F.BrC1=[N+](C=CC=C1)CC (2-bromo-1-ethylpyridinium tetrafluoroborate), C(C)(C)N(C(C)C)CC (N,N-diisopropylethylamine). Run in C(Cl)Cl (CH2Cl2). Run at time 22 hour. The product is COC(CN(C(C1=CC(=CC(=C1)C(F)(F)F)S(=O)(=O)C)=O)C=1C=NC=CC1C1=C(C=CC=C1)F)=O ([[4-(2-Fluoro-phenyl)-pyridin-3-yl]-(3-methanesulfonyl-5-trifluoromethyl-benzoyl)-amino]-acetic acid methyl ester). RXN SMILES: [F:1][C:2]1[CH:7]=[CH:6][CH:5]=[CH:4][C:3]=1[C:8]1[CH:13]=[CH:12][N:11]=[CH:10][C:9]=1[N:14]([CH2:31][C:32]([O:34][CH3:35])=[O:33])[C:15](=[O:30])[C:16]1[CH:21]=[C:20]([C:22](F)(F)F)N=[C:18]([C:26]([F:29])([F:28])[F:27])[CH:17]=1.[CH3:36][S:37](C1C=C(C=C(C(F)(F)F)C=1)C(O)=O)(=[O:39])=[O:38].F[B-](F)(F)F.BrC1C=CC=C[N+]=1CC.C(N(CC)C(C)C)(C)C>C(Cl)Cl>[CH3:35][O:34][C:32](=[O:33])[CH2:31][N:14]([C:9]1[CH:10]=[N:11][CH:12]=[CH:13][C:8]=1[C:3]1[CH:4]=[CH:5][CH:6]=[CH:7][C:2]=1[F:1])[C:15](=[O:30])[C:16]1[CH:17]=[C:18]([C:26]([F:27])([F:29])[F:28])[CH:22]=[C:20]([S:37]([CH3:36])(=[O:39])=[O:38])[CH:21]=1 |f:2.3|. Reported procedure: To a solution of methyl 2-(4-(2-fluorophenyl)pyridin-3-ylamino)acetate (272 mg, 1.05 mmol; example 196, intermediate) in CH2Cl2 (3 mL) was added 3-(methylsulfonyl)-5-(trifluoromethyl)benzoic acid (280 mg, 1.05 mmol, example 114, intermediate a) and 2-bromo-1-ethylpyridinium tetrafluoroborate (343 mg, 1.25 mmol) and N,N-diisopropylethylamine (270 mg, 365 μL, 2.09 mmol). The reaction mixture was stirred at room temperature for 22 hours and then concentrated under vacuum. The residue was dissolved ...